describe an organic reaction: reactants, conditions, products, and yield From a dataset of the Open Reaction Database (ORD), a public repository of structured organic reaction records. Reactants: CCOC(=O)c1cc(C(C)(C)C)n(CCc2ccccc2)c1C, CCO, Cl, [K+], [OH-]. Yields the product Cc1c(C(=O)O)cc(C(C)(C)C)n1CCc1ccccc1. RXN SMILES: [C:1]([CH3:2])([CH3:3])([CH3:4])[c:5]1[cH:6][c:7]([C:19](=[O:20])[O:21][CH2:22][CH3:23])[c:8]([CH3:18])[n:9]1[CH2:10][CH2:11][c:12]1[cH:13][cH:14][cH:15][cH:16][cH:17]1.[CH3:27][CH2:28][OH:29].[ClH:26].[K+:25].[OH-:24]>>[C:1]([CH3:2])([CH3:3])([CH3:4])[c:5]1[cH:6][c:7]([C:19](=[O:20])[OH:21])[c:8]([CH3:18])[n:9]1[CH2:10][CH2:11][c:12]1[cH:13][cH:14][cH:15][cH:16][cH:17]1. Starting materials: B(F)(F)F.CCOCC (BF3.OEt2), C(C)(C)(C)OC(=O)N(C(OC(C)(C)C)=O)C1=N[C@](CS(C1(C)C)(=O)=O)(C)C1=C(C=CC(=C1)[N+](=O)[O-])F (tert-butyl N-tert-butoxycarbonyl-N-[(3R)-3-(2-fluoro-5-nitro-phenyl)-3,6,6-trimethyl-1,1-dioxo-2H-1,4-thiazin-5-yl]carbamate), [Li+].C[Si](C)(C)[N-][Si](C)(C)C (LHMDS), CC1(OC1)C (2,2-dimethyloxirane), [Cl-].[NH4+] (ammonium chloride). Solvent: C1CCOC1 (THF), C1CCOC1 (THF). Conditions: temperature -78 celsius, time 1 hour. Product: C(C)(C)(C)OC(=O)N(C(OC(C)(C)C)=O)C1=N[C@](C(S(C1(C)C)(=O)=O)CC(C)(C)O)(C)C1=C(C=CC(=C1)[N+](=O)[O-])F (tert-butyl N-tert-butoxycarbonyl-N-[(3R)-3-(2-fluoro-5-nitro-phenyl)-2-(2-hydroxy-2-methyl-propyl)-3,6,6-trimethyl-1,1-dioxo-2H-1,4-thiazin-5-yl]carbamate). Isolated yield 82.5%. As a reaction SMILES: [C:1]([O:5][C:6]([N:8]([C:16]1[C:21]([CH3:23])([CH3:22])[S:20](=[O:25])(=[O:24])[CH2:19][C@:18]([C:27]2[CH:32]=[C:31]([N+:33]([O-:35])=[O:34])[CH:30]=[CH:29][C:28]=2[F:36])([CH3:26])[N:17]=1)[C:9](=[O:15])[O:10][C:11]([CH3:14])([CH3:13])[CH3:12])=[O:7])([CH3:4])([CH3:3])[CH3:2].[Li+].C[Si]([N-][Si](C)(C)C)(C)C.[CH3:47][C:48]1([CH3:51])[CH2:50][O:49]1.B(F)(F)F.CCOCC.[Cl-].[NH4+]>C1COCC1>[C:11]([O:10][C:9]([N:8]([C:16]1[C:21]([CH3:23])([CH3:22])[S:20](=[O:25])(=[O:24])[CH:19]([CH2:47][C:48]([OH:49])([CH3:51])[CH3:50])[C@:18]([C:27]2[CH:32]=[C:31]([N+:33]([O-:35])=[O:34])[CH:30]=[CH:29][C:28]=2[F:36])([CH3:26])[N:17]=1)[C:6](=[O:7])[O:5][C:1]([CH3:2])([CH3:3])[CH3:4])=[O:15])([CH3:12])([CH3:13])[CH3:14] |f:1.2,4.5,6.7|. Reported procedure: A solution of tert-butyl N-tert-butoxycarbonyl-N-[(3R)-3-(2-fluoro-5-nitro-phenyl)-3,6,6-trimethyl-1,1-dioxo-2H-1,4-thiazin-5-yl]carbamate (0.4 g, 0.756 mmol) in THF (3.8 mL) was cooled to −78° C. and to this was added LHMDS (1.0M in THF; 1.51 ml, 1.51 mmol) dropwise via syringe. The reaction was stirred at −78° C. for 1 hr. 2,2-dimethyloxirane (0.134 ml, 1.51 mmol) was then added followed by BF3.OEt2 (1.44 ml, 1.44 mmol) as a solution in 2 mL of THF. The reaction was stirred at −78° C. for 1 hr... Reactants: N#Cc1ccc(C2CCC(C=O)CC2)cc1, COC[P+](c1ccccc1)(c1ccccc1)c1ccccc1, COC(C)(C)C, [Cl-], O. As a reaction SMILES: [C:24](#[N:25])[c:26]1[cH:27][cH:28][c:29]([CH:32]2[CH2:33][CH2:34][CH:35]([CH:38]=[O:39])[CH2:36][CH2:37]2)[cH:30][cH:31]1.[CH3:2][O:3][CH2:4][P+:5]([c:6]1[cH:7][cH:8][cH:9][cH:10][cH:11]1)([c:12]1[cH:13][cH:14][cH:15][cH:16][cH:17]1)[c:18]1[cH:19][cH:20][cH:21][cH:22][cH:23]1.[CH3:41][O:42][C:43]([CH3:44])([CH3:45])[CH3:46].[Cl-:1].[OH2:40]>>[CH3:2][O:3][CH:4]=[CH:38][CH:35]1[CH2:34][CH2:33][CH:32]([c:29]2[cH:28][cH:27][c:26]([C:24]#[N:25])[cH:31][cH:30]2)[CH2:37][CH2:36]1. Yields the product COC=CC1CCC(c2ccc(C#N)cc2)CC1. The reactants are Cl.C(C)(=O)OCC (Hydrochloric acid ethyl acetate), C(CCCCCCCCCCCCCCCCCCCC)C1=NC2=C(N1CCCN(C)C)C=CC=C2 (3-(2-henicosyl-1H-benzimidazol-1-yl)-N,N-dimethyl-1-propanamine). Run in C(C)(=O)OCC (ethyl acetate). Run at time 20 minute. Yields the product Cl.C(CCCCCCCCCCCCCCCCCCCC)C1=NC2=C(N1CCCN(C)C)C=CC=C2 (3-(2-Henicosyl-1H-benzimidazol-1-yl)-N,N-dimethyl-1-propanamine monohydrochloride). Reaction SMILES: [ClH:1].C(OCC)(=O)C.[CH2:8]([C:29]1[N:33]([CH2:34][CH2:35][CH2:36][N:37]([CH3:39])[CH3:38])[C:32]2[CH:40]=[CH:41][CH:42]=[CH:43][C:31]=2[N:30]=1)[CH2:9][CH2:10][CH2:11][CH2:12][CH2:13][CH2:14][CH2:15][CH2:16][CH2:17][CH2:18][CH2:19][CH2:20][CH2:21][CH2:22][CH2:23][CH2:24][CH2:25][CH2:26][CH2:27][CH3:28]>C(OCC)(=O)C>[ClH:1].[CH2:8]([C:29]1[N:33]([CH2:34][CH2:35][CH2:36][N:37]([CH3:38])[CH3:39])[C:32]2[CH:40]=[CH:41][CH:42]=[CH:43][C:31]=2[N:30]=1)[CH2:9][CH2:10][CH2:11][CH2:12][CH2:13][CH2:14][CH2:15][CH2:16][CH2:17][CH2:18][CH2:19][CH2:20][CH2:21][CH2:22][CH2:23][CH2:24][CH2:25][CH2:26][CH2:27][CH3:28] |f:0.1,4.5|. Procedure: 4N Hydrochloric acid/ethyl acetate solution (0.11 ml) was added to a solution containing 3-(2-henicosyl-1H-benzimidazol-1-yl)-N,N-dimethyl-1-propanamine (0.20 g) in ethyl acetate (2 ml). After being stirred for 20 minutes at room temperature, the reaction mixture was concentrated. The residue was recrystallized with the mixed solution of ethanol-ethyl acetate, thereby yielding the entitled compound (0.19 g) as white solid. Reactants: OCCC=1OC2=C(C1)C=C(C=C2)CC(=O)OC (methyl 2-(2-hydroxyethyl)benzofuran-5-acetate), CC(CC1=NOC2=C1C=CC(=C2CCC)O)(C)C (3-(2,2-dimethylpropyl)-7-propyl-6-hydroxybenz[4,5]isoxazole). The product is CC(CC1=NOC2=C1C=CC(=C2CCC)OCCC=2OC1=C(C2)C=C(C=C1)CC(=O)O)(C)C (2-(2-(3-(2,2-Dimethylpropyl)-7-propylbenz[4,5]isoxazol-6-yloxy)ethyl)benzofuran-5-acetic Acid). Reaction SMILES: [OH:1][CH2:2][CH2:3][C:4]1[O:5][C:6]2[CH:12]=[CH:11][C:10]([CH2:13][C:14]([O:16]C)=[O:15])=[CH:9][C:7]=2[CH:8]=1.[CH3:18][C:19]([CH3:35])([CH3:34])[CH2:20][C:21]1[C:25]2[CH:26]=[CH:27][C:28](O)=[C:29]([CH2:30][CH2:31][CH3:32])[C:24]=2[O:23][N:22]=1>>[CH3:18][C:19]([CH3:34])([CH3:35])[CH2:20][C:21]1[C:25]2[CH:26]=[CH:27][C:28]([O:1][CH2:2][CH2:3][C:4]3[O:5][C:6]4[CH:12]=[CH:11][C:10]([CH2:13][C:14]([OH:16])=[O:15])=[CH:9][C:7]=4[CH:8]=3)=[C:29]([CH2:30][CH2:31][CH3:32])[C:24]=2[O:23][N:22]=1. Procedure details: Using the procedure from Example 1, steps F and G, the title compound was prepared from methyl 2-(2-hydroxyethyl)benzofuran-5-acetate and 3-(2,2-dimethylpropyl)-7-propyl-6-hydroxybenz[4,5]isoxazole as a colorless oil.